From a dataset of the Open Reaction Database (ORD), a public repository of structured organic reaction records. describe an organic reaction: reactants, conditions, products, and yield Starting materials: FC1=C(C2=C(C=3C(C(=CN(C3C=N2)C)C(=O)OCC)=O)C=C1)N1CCC(CC1)(C1=CC(=CC=C1)C(F)(F)F)O (ethyl 8-fluoro-7-[4-hydroxy-4-(3-trifluoromethylphenyl)piperidin-1-yl]-4-methyl-1-oxo-1,4-dihydrobenzo[f][1,7]naphthyridine-2-carboxylate), [OH-].[K+] (potassium hydroxide). The solvent is C(C)O (ethanol), O (water). Run at temperature 80 celsius. The product is FC1=C(C2=C(C=3C(C(=CN(C3C=N2)C)C(=O)O)=O)C=C1)N1CCC(CC1)(C1=CC(=CC=C1)C(F)(F)F)O (8-fluoro-7-[4-hydroxy-4-(3-trifluoromethylphenyl)piperidin-1-yl]-4-methyl-1-oxo-1,4-dihydrobenzo[f][1,7]naphthyridine-2-carboxylic acid). The yield is 50.4%. As a reaction SMILES: [OH-].[K+].[F:3][C:4]1[CH:24]=[CH:23][C:7]2[C:8]3[C:9](=[O:22])[C:10]([C:17]([O:19]CC)=[O:18])=[CH:11][N:12]([CH3:16])[C:13]=3[CH:14]=[N:15][C:6]=2[C:5]=1[N:25]1[CH2:30][CH2:29][C:28]([OH:41])([C:31]2[CH:36]=[CH:35][CH:34]=[C:33]([C:37]([F:40])([F:39])[F:38])[CH:32]=2)[CH2:27][CH2:26]1>C(O)C.O>[F:3][C:4]1[CH:24]=[CH:23][C:7]2[C:8]3[C:9](=[O:22])[C:10]([C:17]([OH:19])=[O:18])=[CH:11][N:12]([CH3:16])[C:13]=3[CH:14]=[N:15][C:6]=2[C:5]=1[N:25]1[CH2:30][CH2:29][C:28]([OH:41])([C:31]2[CH:36]=[CH:35][CH:34]=[C:33]([C:37]([F:38])([F:39])[F:40])[CH:32]=2)[CH2:27][CH2:26]1 |f:0.1|. Reported procedure: 1.02 cm3 of 1 N aqueous potassium hydroxide was added, with stirring, to a suspension of 0.46 g of ethyl 8-fluoro-7-[4-hydroxy-4-(3-trifluoromethylphenyl)piperidin-1-yl]-4-methyl-1-oxo-1,4-dihydrobenzo[f][1,7]naphthyridine-2-carboxylate in 5 cm3 of ethanol and 4 cm3 of water. The mixture was heated at about 80° C. for 2 hours and then evaporated to dryness. The residue was dissolved in 20 cm3 of water, the aqueous phase was washed with 20 cm3 of dichloromethane, acidified with 0.06 cm3 of acetic... Reactants: ClC1=CC(=CC=C1)C(=O)OO (m-chloroperbenzoic acid), CC(C)(SC)C1=NCN(C(O1)=O)C(C)C (6-(1-methyl-1-methylmercaptoethyl)-3-isopropyl-3,4-dihydro-2H-1,3,5-oxadiazin-2-one), resultant solution. Run in C(Cl)(Cl)Cl (chloroform), C(Cl)(Cl)Cl (chloroform). Conditions: time 1 hour. Yields the product CC(C)(S(=O)C)C1=NCN(C(O1)=O)C(C)C (6-(1-methyl-1-methylsulfinylethyl)-3-isopropyl-3,4-dihydro-2H-1,3,5-oxadiazin-2-one), compound 2. Reaction SMILES: [CH3:1][C:2]([C:6]1[O:11][C:10](=[O:12])[N:9]([CH:13]([CH3:15])[CH3:14])[CH2:8][N:7]=1)([S:4][CH3:5])[CH3:3].ClC1C=CC=C(C(OO)=[O:24])C=1>C(Cl)(Cl)Cl>[CH3:3][C:2]([C:6]1[O:11][C:10](=[O:12])[N:9]([CH:13]([CH3:15])[CH3:14])[CH2:8][N:7]=1)([S:4]([CH3:5])=[O:24])[CH3:1]. Reported procedure: 11.5 g of 6-(1-methyl-1-methylmercaptoethyl)-3-isopropyl-3,4-dihydro-2H-1,3,5-oxadiazin-2-one (Example 1) are dissolved in 100 ml of chloroform. The resultant solution is cooled to -10° C., and a solution of 9.5 g of m-chloroperbenzoic acid in 120 ml of chloroform is then added dropwise. The reaction mixture is subsequently stirred for 1 hour at room temperature and then concentrated. The residual crude product is recrystallised from a 1:1 mixture of ethyl acetate and hexane, affording the title... The reactants are ClC=1C=C(C=CC1SC1=NC=CC=C1)NC1=C(C=NC2=CC(=C(C=C12)OC)F)C#N (4-[3-Chloro-4-(pyridin-2-ylsulfanyl)-phenylamino]-7-fluoro-6-methoxyquinoline-3-carbonitrile), 4-(1-pyrrolidinylpiperidine), CN1C(CCC1)=O (1-methyl 2-pyrrolidinone). Product: ClC=1C=C(C=CC1SC1=NC=CC=C1)NC1=C(C=NC2=CC(=C(C=C12)OC)N1CCC(CC1)N1CCCC1)C#N (4-[3-chloro-4-(pyridin-2-ylsulfanyl)-phenylamino]-6-methoxy-7-(4-pyrrolidin-1-yl-piperidin-1-yl)quinoline-3-carbonitrile). As a reaction SMILES: [Cl:1][C:2]1[CH:3]=[C:4]([NH:15][C:16]2[C:25]3[C:20](=[CH:21][C:22](F)=[C:23]([O:26][CH3:27])[CH:24]=3)[N:19]=[CH:18][C:17]=2[C:29]#[N:30])[CH:5]=[CH:6][C:7]=1[S:8][C:9]1[CH:14]=[CH:13][CH:12]=[CH:11][N:10]=1.[CH3:31][N:32]1[CH2:36][CH2:35][CH2:34][C:33]1=O>>[Cl:1][C:2]1[CH:3]=[C:4]([NH:15][C:16]2[C:25]3[C:20](=[CH:21][C:22]([N:10]4[CH2:11][CH2:12][CH:31]([N:32]5[CH2:36][CH2:35][CH2:34][CH2:33]5)[CH2:14][CH2:9]4)=[C:23]([O:26][CH3:27])[CH:24]=3)[N:19]=[CH:18][C:17]=2[C:29]#[N:30])[CH:5]=[CH:6][C:7]=1[S:8][C:9]1[CH:14]=[CH:13][CH:12]=[CH:11][N:10]=1. Reported procedure: Following the procedure of Example 11, a mixture of 150 mg (0.34 mmol) of 4-[3-Chloro-4-(pyridin-2-ylsulfanyl)-phenylamino]-7-fluoro-6-methoxyquinoline-3-carbonitrile and 264 mg (1.71 mmol) of 4-(1-pyrrolidinylpiperidine) are refluxed in 1-methyl 2-pyrrolidinone (1 mL) at 105° C. for 12 hours to yield the crude product. Purification by silica gel chromatography (95:5 methylene chloride/methanol) gives 126 mg of 4-[3-chloro-4-(pyridin-2-ylsulfanyl)-phenylamino]-6-methoxy-7-(4-pyrrolidin-1-yl-pipe... The reactants are O=C([O-])[O-], CC(=O)[O-], CC(=O)[O-], Cc1ccccc1, CCOC(C)=O, [Cs+], [Cs+], Fc1ccc(I)cc1, CC(C)(C)OC(=O)c1ccc(-c2ccccc2)cc1N, O, [Pd+2]. Product: CC(C)(C)OC(=O)c1ccc(-c2ccccc2)cc1Nc1ccc(F)cc1. As a reaction SMILES: [C:36](=[O:37])([O-:38])[O-:39].[C:42]([O-:43])(=[O:44])[CH3:45].[C:47]([O-:48])(=[O:49])[CH3:50].[CH3:1][c:2]1[cH:3][cH:4][cH:5][cH:6][cH:7]1.[CH3:51][CH2:52][O:53][C:54](=[O:55])[CH3:56].[Cs+:40].[Cs+:41].[F:28][c:29]1[cH:30][cH:31][c:32]([I:35])[cH:33][cH:34]1.[NH2:8][c:9]1[c:10]([C:11](=[O:12])[O:13][C:14]([CH3:15])([CH3:16])[CH3:17])[cH:18][cH:19][c:20](-[c:22]2[cH:23][cH:24][cH:25][cH:26][cH:27]2)[cH:21]1.[OH2:57].[Pd+2:46]>>[NH:8]([c:9]1[c:10]([C:11](=[O:12])[O:13][C:14]([CH3:15])([CH3:16])[CH3:17])[cH:18][cH:19][c:20](-[c:22]2[cH:23][cH:24][cH:25][cH:26][cH:27]2)[cH:21]1)[c:32]1[cH:31][cH:30][c:29]([F:28])[cH:34][cH:33]1.